The task is: describe an organic reaction: reactants, conditions, products, and yield. This data is from the Open Reaction Database (ORD), a public repository of structured organic reaction records. Starting materials: CN1N=C(C=C1CO)C1=CC=C(C=C1)OC(F)(F)F ([2-methyl-5-(4-trifluoromethoxy-phenyl)-2H-pyrazol-3-yl]-methanol), CN(C(=O)N=NC(=O)N(C)C)C (N,N,N′,N′-tetramethyl azodicarboxamide), C(CCC)P(CCCC)CCCC (tributylphosphine), C(C)(C)(C)OC(CN1C=CC2=C(C=C(C=C12)O)C)=O ((6-hydroxy-4-methyl-indol-1-yl)-acetic acid tert-butyl ester). The product is C(C)(C)(C)OC(CN1C=CC2=C(C=C(C=C12)OCC=1N(N=C(C1)C1=CC=C(C=C1)OC(F)(F)F)C)C)=O ({4-methyl-6-[2-methyl-5-(4-trifluoromethoxy-phenyl)-2H-pyrazol-3-ylmethoxy]-indol-1-yl}-acetic acid tert-butyl ester). RXN SMILES: [C:1]([O:5][C:6](=[O:19])[CH2:7][N:8]1[C:16]2[C:11](=[C:12]([CH3:18])[CH:13]=[C:14]([OH:17])[CH:15]=2)[CH:10]=[CH:9]1)([CH3:4])([CH3:3])[CH3:2].[CH3:20][N:21]1[C:25]([CH2:26]O)=[CH:24][C:23]([C:28]2[CH:33]=[CH:32][C:31]([O:34][C:35]([F:38])([F:37])[F:36])=[CH:30][CH:29]=2)=[N:22]1.CN(C)C(N=NC(N(C)C)=O)=O.C(P(CCCC)CCCC)CCC>>[C:1]([O:5][C:6](=[O:19])[CH2:7][N:8]1[C:16]2[C:11](=[C:12]([CH3:18])[CH:13]=[C:14]([O:17][CH2:26][C:25]3[N:21]([CH3:20])[N:22]=[C:23]([C:28]4[CH:29]=[CH:30][C:31]([O:34][C:35]([F:37])([F:36])[F:38])=[CH:32][CH:33]=4)[CH:24]=3)[CH:15]=2)[CH:10]=[CH:9]1)([CH3:4])([CH3:3])[CH3:2]. Procedure details: In analogy to the procedure described for example 3 c], (6-hydroxy-4-methyl-indol-1-yl)-acetic acid tert-butyl ester was reacted with [2-methyl-5-(4-trifluoromethoxy-phenyl)-2H-pyrazol-3-yl]-methanol in the presence of N,N,N′,N′-tetramethyl azodicarboxamide and tributylphosphine to give {4-methyl-6-[2-methyl-5-(4-trifluoromethoxy-phenyl)-2H-pyrazol-3-ylmethoxy]-indol-1-yl}-acetic acid tert-butyl ester as colorless liquid. The reactants are C(C)(C)(C)OC(=O)N1[C@@H]2CN([C@H](C1)C2)C2=NC=C(C(=N2)SC)F (2-(t-butyloxycarbonyl)-5-(5-fluoro-4-methylthio-2-pyrimidinyl)-(1S,4S)-2,5-diazabicyclo[2.2.1]heptane), ClC1=NC=C(C(=N1)SC)F (2-chloro-5-fluoro-4-methylthiopyrimidine), C(=O)([O-])[O-].[K+].[K+] (K2CO3). The solvent is CC#N (MeCN). The product is FC=1C=NC(=NC1)N1[C@@H]2CN[C@H](C1)C2 (2-(5-fluoro-2-pyrimidinyl)-(1S,4S)-2,5-diazabicyclo[2.2.1]heptane). Yield: 149.5%. Reaction SMILES: C(OC([N:8]1[CH2:13][C@@H:12]2[CH2:14][C@H:9]1[CH2:10][N:11]2[C:15]1[N:20]=[C:19](SC)[C:18]([F:23])=[CH:17][N:16]=1)=O)(C)(C)C.ClC1N=C(SC)C(F)=CN=1.C([O-])([O-])=O.[K+].[K+]>CC#N>[F:23][C:18]1[CH:17]=[N:16][C:15]([N:11]2[CH2:10][C@@H:9]3[CH2:14][C@H:12]2[CH2:13][NH:8]3)=[N:20][CH:19]=1 |f:2.3.4|. Reported procedure: 2-(t-butyloxycarbonyl)-5-(5-fluoro-4-methylthio-2-pyrimidinyl)-(1S,4S)-2,5-diazabicyclo[2.2.1]heptane (4.50 g, 22.73 mmol), 2-chloro-5-fluoro-4-methylthiopyrimidine [4.64 g (87.5% pure), 22.73 mmol], micropulverized K2CO3 (9.40 g, 68.19 mmol), and KI (0.57 g, 3.41 mmol) in 65 mL of MeCN was refluxed for 44 h. The reaction mixture was concentrated under reduced pressure and the residue was dissolved in a minimum amount of H2O. The solution was extracted with CH2Cl2, washed with saturated NaCl sol... Starting materials: aqueous solution, Na3PO4, CC(OCC)=O (EA), P12(=S)SP3(=S)SP(=S)(S1)SP(=S)(S2)S3 (P2S5), C(C)OC(C(=O)N)OCC (2,2-diethoxyacetamide), C([O-])([O-])=O.[Na+].[Na+] (sodium carbonate). The solvent is C1CCOC1 (THF). The product is C(C)OC(C(=S)N)OCC (2,2-Diethoxythioacetamide). The yield is 90.2%. RXN SMILES: P12(SP3(SP(SP(S3)(S1)=S)(=S)S2)=S)=[S:2].C(=O)([O-])[O-].[Na+].[Na+].[CH2:21]([O:23][CH:24]([O:28][CH2:29][CH3:30])[C:25]([NH2:27])=O)[CH3:22].CC(=O)OCC>C1COCC1>[CH2:21]([O:23][CH:24]([O:28][CH2:29][CH3:30])[C:25]([NH2:27])=[S:2])[CH3:22] |f:1.2.3|. Procedure: To a stirred mixture of P2S5 (45 g) in THF (300 ml) at 23°, sodium carbonate (21.5 g) was added. At the mixture, vigorously stirred, 2,2-diethoxyacetamide (10 g) was added. After 24 h a 10% aqueous solution of Na3PO4 (200 ml), EA (300 ml) and CH (300 ml) were respectively added. The aqueous layer was washed with EA and united to the organic layer. This was washed with water until clarification, dried and the solvent evaporated under reduce pressure. The crude residue was purified by flash chroma... Reactants: F, O=N[O-], Cc1ccc(O)c(N)n1, [Na+], [Na+], [OH-]. The product is Cc1ccc(O)c(F)n1. As a reaction SMILES: [FH:16].[N:10]([O-:11])=[O:12].[NH2:1][c:2]1[n:3][c:4]([CH3:9])[cH:5][cH:6][c:7]1[OH:8].[Na+:13].[Na+:15].[OH-:14]>>[c:2]1([F:16])[n:3][c:4]([CH3:9])[cH:5][cH:6][c:7]1[OH:8]. Reactants: ClC1=NC=NC=2CCN(CCC21)C2=NC=CC=C2C(F)(F)F (4-chloro-7-(3-trifluoromethyl-pyridin-2-yl)-6,7,8,9-tetrahydro-5H-pyrimido[4,5-d]azepine), C(C)(C)(C)C1=CC=C(N)C=C1 (4-tert-butylaniline). Solvent: CCCCO (n-BuOH). Reaction conditions: temperature 135 celsius. Yields the product C(C)(C)(C)C1=CC=C(C=C1)NC1=NC=NC=2CCN(CCC21)C2=NC=CC=C2C(F)(F)F ((4-tert-Butyl-phenyl)-[7-(3-trifluoromethyl-pyridin-2-yl)-6,7,8,9-tetrahydro-5H-pyrimido[4,5-d]azepin-4-yl]-amine). Isolated yield 87.9%. RXN SMILES: Cl[C:2]1[C:12]2[CH2:11][CH2:10][N:9]([C:13]3[C:18]([C:19]([F:22])([F:21])[F:20])=[CH:17][CH:16]=[CH:15][N:14]=3)[CH2:8][CH2:7][C:6]=2[N:5]=[CH:4][N:3]=1.[C:23]([C:27]1[CH:33]=[CH:32][C:30]([NH2:31])=[CH:29][CH:28]=1)([CH3:26])([CH3:25])[CH3:24]>CCCCO>[C:23]([C:27]1[CH:28]=[CH:29][C:30]([NH:31][C:2]2[C:12]3[CH2:11][CH2:10][N:9]([C:13]4[C:18]([C:19]([F:22])([F:21])[F:20])=[CH:17][CH:16]=[CH:15][N:14]=4)[CH2:8][CH2:7][C:6]=3[N:5]=[CH:4][N:3]=2)=[CH:32][CH:33]=1)([CH3:26])([CH3:24])[CH3:25]. Procedure: To a solution of 4-chloro-7-(3-trifluoromethyl-pyridin-2-yl)-6,7,8,9-tetrahydro-5H-pyrimido[4,5-d]azepine (27 mg, 0.085 mmol) in n-BuOH (1 mL) was added 4-tert-butylaniline (27 μL, 0.17 mmol). After 2 hat 135° C., the mixture was cooled to rt, quenched with saturated aqueous (satd. aq.) NaHCO3, and extracted with EtOAc. The combined organic layers were dried (Na2SO4) and concentrated. The residue was purified (FCC) to give the title compound (33 mg, 89%). MS (ESI): mass calcd. for C24H26F3N5, 44... The reactants are aqueous solution, [OH-].[Na+] (sodium hydroxide), [OH-].[Na+] (sodium hydroxide), aqueous solution, Cr2 (SO4)3, C(CO)O (ethylene glycol), [OH-].[Na+] (sodium hydroxide), ClC=1C(=C(C(=C2C1C(=O)OC2=O)Cl)Cl)Cl (tetrachlorophthalic anhydride). Run in O (water), O (water). Run at time 20 minute. Product: ClC=1C(=C(C(=C(C1C(=O)O)C(=O)O)Cl)Cl)Cl (tetrachlorophthalic acid). RXN SMILES: [OH-].[Na+].C(O)C[OH:5].[Cl:7][C:8]1[C:9]([Cl:21])=[C:10]([Cl:20])[C:11]([Cl:19])=[C:12]2[C:17](=[O:18])[O:16][C:14](=[O:15])[C:13]=12>O>[Cl:7][C:8]1[C:9]([Cl:21])=[C:10]([Cl:20])[C:11]([Cl:19])=[C:12]([C:17]([OH:16])=[O:18])[C:13]=1[C:14]([OH:5])=[O:15] |f:0.1|. Reported procedure: A 20 g quantity of sodium hydroxide was dissolved in 1000 g of water, and 200 g of ethylene glycol was added to the solution. Subsequently, 143 g of tetrachlorophthalic anhydride was added to the mixture, and the resulting mixture was heated to 95° to 98° C. to obtain a solution. A 122.5 g quantity of 40% aqueous solution of Cr2 (SO4)3 was diluted with 200 g of water and then added dropwise to the obtained solution at the same temperature, over a period of 40 minutes. The resulting mixture was t... Starting materials: FC(C1=CC=C(C=C1)C1=CC(=NC=N1)OC=1C=CC=C2N=CC(NC12)=O)(F)F (8-[6-(4-trifluoromethyl-phenyl)-pyrimidin-4-yloxy]-1H-quinoxalin-2-one), C(=O)([O-])[O-].[K+].[K+] (K2CO3), IC (iodomethane). Solvent: O (water), CN(C)C=O (DMF). Run at time 20 hour. Product: CN1C(C=NC2=CC=CC(=C12)OC1=NC=NC(=C1)C1=CC=C(C=C1)C(F)(F)F)=O (1-Methyl-8-[6-(4-trifluoromethyl-phenyl)-pyrimidin-4-yloxy]-1H-quinoxalin-2-one). As a reaction SMILES: [F:1][C:2]([F:28])([F:27])[C:3]1[CH:8]=[CH:7][C:6]([C:9]2[N:14]=[CH:13][N:12]=[C:11]([O:15][C:16]3[CH:17]=[CH:18][CH:19]=[C:20]4[C:25]=3[NH:24][C:23](=[O:26])[CH:22]=[N:21]4)[CH:10]=2)=[CH:5][CH:4]=1.[C:29]([O-])([O-])=O.[K+].[K+].IC>CN(C=O)C.O>[CH3:29][N:24]1[C:25]2[C:20](=[CH:19][CH:18]=[CH:17][C:16]=2[O:15][C:11]2[CH:10]=[C:9]([C:6]3[CH:7]=[CH:8][C:3]([C:2]([F:27])([F:1])[F:28])=[CH:4][CH:5]=3)[N:14]=[CH:13][N:12]=2)[N:21]=[CH:22][C:23]1=[O:26] |f:1.2.3|. Procedure: To a mixture of 8-[6-(4-trifluoromethyl-phenyl)-pyrimidin-4-yloxy]-1H-quinoxalin-2-one, (Example 32(e)), (0.10 g, 0.26 mmol) and K2CO3 (0.043 g, 0.31 mmol, Aldrich) in DMF (1 mL) was added iodomethane (0.019 mL, 0.31 mmol, Aldrich). The mixture was stirred at room temperature for 20 h, diluted with water and extracted with 25% i-PrOH/CHCl3 (3×). After being concentrated in vacuum, the residue was purified by flash chromatography (0→2% 2M NH3 in MeOH/CH2Cl2) to afford the title compound as an off... The reactants are CO, COc1ccc(C=Cc2ccc(-n3c(C)nc4cnccc43)cc2)cc1OC1CCCC1, C1CCOC1. Product: COc1ccc(CCc2ccc(-n3c(C)nc4cnccc43)cc2)cc1OC1CCCC1. RXN SMILES: [CH3:38][OH:39].[CH:1]1([O:6][c:7]2[cH:8][c:9]([CH:15]=[CH:16][c:17]3[cH:18][cH:19][c:20](-[n:23]4[c:24]([CH3:32])[n:25][c:26]5[cH:27][n:28][cH:29][cH:30][c:31]45)[cH:21][cH:22]3)[cH:10][cH:11][c:12]2[O:13][CH3:14])[CH2:2][CH2:3][CH2:4][CH2:5]1.[O:33]1[CH2:34][CH2:35][CH2:36][CH2:37]1>>[CH:1]1([O:6][c:7]2[cH:8][c:9]([CH2:15][CH2:16][c:17]3[cH:18][cH:19][c:20](-[n:23]4[c:24]([CH3:32])[n:25][c:26]5[cH:27][n:28][cH:29][cH:30][c:31]45)[cH:21][cH:22]3)[cH:10][cH:11][c:12]2[O:13][CH3:14])[CH2:2][CH2:3][CH2:4][CH2:5]1.